Dataset: the Open Reaction Database (ORD), a public repository of structured organic reaction records. Task: describe an organic reaction: reactants, conditions, products, and yield Starting materials: ClCCl, COc1cc(N)ccc1NC(=O)OCc1ccccc1, O=P(Cl)(Cl)Cl, c1ccncc1. Product: COc1cc(NP(=O)(Cl)Cl)ccc1NC(=O)OCc1ccccc1. RXN SMILES: [Cl:32][CH2:33][Cl:34].[NH2:1][c:2]1[cH:3][c:4]([O:19][CH3:20])[c:5]([NH:8][C:9]([O:10][CH2:11][c:12]2[cH:13][cH:14][cH:15][cH:16][cH:17]2)=[O:18])[cH:6][cH:7]1.[P:27](=[O:28])([Cl:29])([Cl:30])[Cl:31].[cH:21]1[cH:22][cH:23][n:24][cH:25][cH:26]1>>[NH:1]([c:2]1[cH:3][c:4]([O:19][CH3:20])[c:5]([NH:8][C:9]([O:10][CH2:11][c:12]2[cH:13][cH:14][cH:15][cH:16][cH:17]2)=[O:18])[cH:6][cH:7]1)[P:27](=[O:28])([Cl:29])[Cl:30]. The reactants are O=C([O-])[O-], [Cs+], [Cs+], Oc1cc(F)cc(F)c1, N#Cc1cc(F)ccc1[N+](=O)[O-], CN(C)C=O, O. Product: N#Cc1cc(Oc2cc(F)cc(F)c2)ccc1[N+](=O)[O-]. As a reaction SMILES: [C:13](=[O:14])([O-:15])[O-:16].[Cs+:17].[Cs+:18].[F:19][c:20]1[cH:21][c:22]([OH:27])[cH:23][c:24]([F:26])[cH:25]1.[F:1][c:2]1[cH:3][cH:4][c:5]([N+:10](=[O:11])[O-:12])[c:6]([C:7]#[N:8])[cH:9]1.[O:29]=[CH:30][N:31]([CH3:32])[CH3:33].[OH2:28]>>[c:2]1([O:27][c:22]2[cH:21][c:20]([F:19])[cH:25][c:24]([F:26])[cH:23]2)[cH:3][cH:4][c:5]([N+:10](=[O:11])[O-:12])[c:6]([C:7]#[N:8])[cH:9]1.